The task is: describe an organic reaction: reactants, conditions, products, and yield. This data is from the Open Reaction Database (ORD), a public repository of structured organic reaction records. Reactants: C1CCC2=NCCCN2CC1 (1,8-diazabicyclo[5.4.0]-7-undecene), C(C)(C)I (isopropyl iodide), O[C@@H]1[C@H](C\C=C/CCCC(=O)O)[C@H]([C@@H](C1)O)CC\C=C\CCCC ((5Z,15E,9S,11R)-9,11-dihydroxy-5,15-prostadienoic acid). The solvent is C(C)#N (acetonitrile). Run at time 15 hour. Yields the product C(C)(C)OC(CCC\C=C/C[C@H]1[C@H](C[C@H]([C@@H]1CC\C=C\CCCC)O)O)=O ((5Z,15E,9S,11R)-9,11-dihydroxy-5,15-prostadienoic acid isopropyl ester). RXN SMILES: [OH:1][C@H:2]1[CH2:15][C@@H:14]([OH:16])[C@H:13]([CH2:17][CH2:18]/[CH:19]=[CH:20]/[CH2:21][CH2:22][CH2:23][CH3:24])[C@H:3]1[CH2:4]/[CH:5]=[CH:6]\[CH2:7][CH2:8][CH2:9][C:10]([OH:12])=[O:11].[CH2:25]1[CH2:35]CN2C(=NCCC2)C[CH2:26]1.C(I)(C)C>C(#N)C>[CH:25]([O:11][C:10](=[O:12])[CH2:9][CH2:8][CH2:7]/[CH:6]=[CH:5]\[CH2:4][C@@H:3]1[C@@H:13]([CH2:17][CH2:18]/[CH:19]=[CH:20]/[CH2:21][CH2:22][CH2:23][CH3:24])[C@H:14]([OH:16])[CH2:15][C@@H:2]1[OH:1])([CH3:35])[CH3:26]. Reported procedure: The compound 28 obtained obove (237 mg, 0.70 mmole) was dissolved in acetonitrile (3 ml), and 1,8-diazabicyclo[5.4.0]-7-undecene (0.178 ml, 1.2 mmole) and isopropyl iodide (0.12 ml, 1.2 mmole) were added thereto and the mixture was stirred at room temperature for 15 hours. Then, the reaction mixture was treated following the procedure similar to that of Example 5, to yield 266 mg of the title compound 29 as a colorless oil (quantitative). Reactants: C(C1=CC=CC=C1)OCCO (2-benzyloxyethanol), C(#N)C=P(C)(C)C ((cyanomethylene)trimethylphosphorane), FC=1C=C2C=C(NC2=CC1)C(=O)OCC (ethyl 5-fluoro-1H-indole-2-carboxylate). Run in C1(=CC=CC=C1)C (toluene). Reaction conditions: temperature 20 celsius. The product is FC=1C=C2C=C(N(C2=CC1)CCOCC1=CC=CC=C1)C(=O)OCC (ethyl 5-fluoro-1-(2-benzyloxyethyl)-1H-indole-2-carboxylate). Isolated yield 88.1%. Reaction SMILES: [CH2:1]([O:8][CH2:9][CH2:10]O)[C:2]1[CH:7]=[CH:6][CH:5]=[CH:4][CH:3]=1.C(C=P(C)(C)C)#N.[F:19][C:20]1[CH:21]=[C:22]2[C:26](=[CH:27][CH:28]=1)[NH:25][C:24]([C:29]([O:31][CH2:32][CH3:33])=[O:30])=[CH:23]2>C1(C)C=CC=CC=1>[F:19][C:20]1[CH:21]=[C:22]2[C:26](=[CH:27][CH:28]=1)[N:25]([CH2:10][CH2:9][O:8][CH2:1][C:2]1[CH:3]=[CH:4][CH:5]=[CH:6][CH:7]=1)[C:24]([C:29]([O:31][CH2:32][CH3:33])=[O:30])=[CH:23]2. Reported procedure: 94 μl (0.657 mmol) of 2-benzyloxyethanol and 50.4 mg (0.438 mmol) of (cyanomethylene)trimethylphosphorane (Tet. Lett., 1996, 37, 2459-2462) are added to a solution of 68 mg (0.329 mmol) of ethyl 5-fluoro-1H-indole-2-carboxylate in 2 ml of toluene, stirred at 20° C. The reaction mixture is heated at 110° C. for 12 hours and then concentrated under reduced pressure, taken up in 20 ml of ethyl ether, filtered over a celite buffer and concentrated under reduced pressure. The residue obtained is puri... Reactants: C1=C(C=CC2=C1CNCCS2)N (6,7,8,9-tetrahydro-5-thia-8-aza-benzocyclohepten-2-ylamine), C(C)N(C(C)C)C(C)C (N-ethyldiisopropylamine), BrCC (bromoethane). Run in C(Cl)Cl (DCM). Reaction conditions: time 20 hour. The product is C(C)N1CCSC2=C(C1)C=C(C=C2)N (8-ethyl-6,7,8,9-tetrahydro-5-thia-8-aza-benzocyclohepten-2-ylamine). Isolated yield 86.2%. As a reaction SMILES: [CH:1]1[C:6]2[CH2:7][NH:8][CH2:9][CH2:10][S:11][C:5]=2[CH:4]=[CH:3][C:2]=1[NH2:12].[CH2:13](N(C(C)C)C(C)C)[CH3:14].BrCC>C(Cl)Cl>[CH2:13]([N:8]1[CH2:7][C:6]2[CH:1]=[C:2]([NH2:12])[CH:3]=[CH:4][C:5]=2[S:11][CH2:10][CH2:9]1)[CH3:14]. Reported procedure: To a solution of 6,7,8,9-tetrahydro-5-thia-8-aza-benzocyclohepten-2-ylamine (0.07 g, 0.00039 mol) and N-ethyldiisopropylamine (0.066 g, 0.00047 mol) in DCM (4 mL) was added bromoethane (0.051 g, 0.00047 mol), stirred 20 h and evaporated to give 8-ethyl-6,7,8,9-tetrahydro-5-thia-8-aza-benzocyclohepten-2-ylamine (0.07 g) as an oil. MS (ESI+): 209 (M+H). Reactants: C(C)(C)OC(=O)OC1=CC=C(C=C)C=C1.OC1=CC=C(C=C)C=C1 (p-isopropoxycarbonyloxystyrene p-hydroxystyrene), ( 3 ), ( 3 ), C(C)OC=C (ethylvinyl ether). Yields the product C(C)OCCOC1=CC=C(C=C)C=C1.OC1=CC=C(C=C)C=C1.C(C)(C)OC(=O)OC1=CC=C(C=C)C=C1 (p-1-ethoxyethoxystyrene p-hydroxystyrene p-isopropoxycarbonyloxystyrene). Reaction SMILES: [CH:1]([O:4][C:5]([O:7][C:8]1[CH:15]=[CH:14][C:11]([CH:12]=[CH2:13])=[CH:10][CH:9]=1)=[O:6])([CH3:3])[CH3:2].[OH:16][C:17]1[CH:24]=[CH:23][C:20]([CH:21]=[CH2:22])=[CH:19][CH:18]=1.[CH2:25]([O:27][CH:28]=C)[CH3:26]>>[CH2:25]([O:27][CH2:28][CH2:5][O:7][C:8]1[CH:9]=[CH:10][C:11]([CH:12]=[CH2:13])=[CH:14][CH:15]=1)[CH3:26].[OH:16][C:17]1[CH:24]=[CH:23][C:20]([CH:21]=[CH2:22])=[CH:19][CH:18]=1.[CH:1]([O:4][C:5]([O:7][C:8]1[CH:9]=[CH:10][C:11]([CH:12]=[CH2:13])=[CH:14][CH:15]=1)=[O:6])([CH3:3])[CH3:2] |f:0.1,3.4.5|. Procedure details: Using 10.0 g of poly(p-isopropoxycarbonyloxystyrene/p-hydroxystyrene) according to (3) above and 0.8 g of ethylvinyl ether, reaction and after-treatments were carried out according to (3) of Preparation Example 1 to obtain 8.9 g of poly(p-1-ethoxyethoxystyrene/p-hydroxystyrene/p-isopropoxycarbonyloxystyrene) as white powdery crystal. P-1-ethoxyethoxystyrene unit/p-hydroxystyrene unit/p-isopropoxycarbonyloxystyrene unit molar ratio in the polymer≈10:70:20 (1H NMR). Mw≈8,300; Mw/Mn=1.60 (GPC with ... Reactants: O=C(C(C(=O)OCC)=CC1=CC(=CC(=C1)C(F)(F)F)C(F)(F)F)C (ethyl 3-oxo-2-[3,5-di(trifluoromethyl)phenylmethylidene]butanoate). The reagents and catalysts are [Pd] (palladium on charcoal). The solvent is C(C)(=O)OCC (ethyl acetate). The product is O=C(C(C(=O)OCC)CC1=CC(=CC(=C1)C(F)(F)F)C(F)(F)F)C (ethyl 3-oxo-2-[3,5-di(trifluoromethyl)phenylmethyl]butanoate). As a reaction SMILES: [O:1]=[C:2]([CH3:24])[C:3](=[CH:9][C:10]1[CH:15]=[C:14]([C:16]([F:19])([F:18])[F:17])[CH:13]=[C:12]([C:20]([F:23])([F:22])[F:21])[CH:11]=1)[C:4]([O:6][CH2:7][CH3:8])=[O:5]>[Pd].C(OCC)(=O)C>[O:1]=[C:2]([CH3:24])[CH:3]([CH2:9][C:10]1[CH:11]=[C:12]([C:20]([F:21])([F:22])[F:23])[CH:13]=[C:14]([C:16]([F:17])([F:18])[F:19])[CH:15]=1)[C:4]([O:6][CH2:7][CH3:8])=[O:5]. Procedure: This compound is prepared in a manner analogous to that of Step B of Example 2, using 44.6 grams (0.126 mole) of ethyl 3-oxo-2-[3,5-di(trifluoromethyl)phenylmethylidene]butanoate and 1.5 grams (catalyst) of 5% palladium on charcoal in 250 mL of ethyl acetate, yielding ethyl 3-oxo-2-[3,5-di(trifluoromethyl)phenylmethyl]butanoate. Starting materials: ClC1=C(C(=O)C(C(=O)OCC)C(=O)OCC)C=C(C(=C1)F)F (diethyl 2-chloro-4,5-difluorobenzoylmalonate), C1(=CC=C(C=C1)S(=O)(=O)O)C (p-toluenesulfonic acid). The solvent is O (water). Product: ClC1=C(C(=O)CC(=O)OCC)C=C(C(=C1)F)F (ethyl 2-chloro-4,5-difluorobenzoylacetate). Isolated yield 58.3%. Reaction SMILES: [Cl:1][C:2]1[CH:20]=[C:19]([F:21])[C:18]([F:22])=[CH:17][C:3]=1[C:4]([CH:6](C(OCC)=O)[C:7]([O:9][CH2:10][CH3:11])=[O:8])=[O:5].C1(C)C=CC(S(O)(=O)=O)=CC=1>O>[Cl:1][C:2]1[CH:20]=[C:19]([F:21])[C:18]([F:22])=[CH:17][C:3]=1[C:4]([CH2:6][C:7]([O:9][CH2:10][CH3:11])=[O:8])=[O:5]. Reported procedure: To 70 g of diethyl 2-chloro-4,5-difluorobenzoylmalonate, 90 cc of water was added for emulsification. Then, 0.2 g of p-toluenesulfonic acid was added thereto, and the mixture was refluxed for three hours under vigorous stirring. After cooling, the reaction mixture was extracted three times with 150 cc of methylene chloride, and the extract was washed with a saturated sodium chloride aqueous solution, dried over anhydrous sodium sulfate, concentrated and then recrystallized from methylene chlorid... Starting materials: ClC1=C(C(=NC=C1)N)I (4-chloro-3-iodopyridin-2-amine), COC(C1=C(C=C(C(=O)OC)C=C1)B1OC(C(O1)(C)C)(C)C)=O (2-(4,4,5,5-tetramethyl-[1,3,2]dioxaborolan-2-yl)-terephthalic acid dimethyl ester). Yields the product ClC1=C2C3=C(C(NC2=NC=C1)=O)C=CC(=C3)C(=O)OC (Methyl 1-chloro-6-oxo-5,6-dihydrobenzo[c][1,8]naphthyridine-9-carboxylate). RXN SMILES: [Cl:1][C:2]1[CH:7]=[CH:6][N:5]=[C:4]([NH2:8])[C:3]=1I.[CH3:10][O:11][C:12](=[O:32])[C:13]1[CH:22]=[CH:21][C:16]([C:17](OC)=[O:18])=[CH:15][C:14]=1B1OC(C)(C)C(C)(C)O1>>[Cl:1][C:2]1[CH:7]=[CH:6][N:5]=[C:4]2[C:3]=1[C:21]1[CH:22]=[C:13]([C:12]([O:11][CH3:10])=[O:32])[CH:14]=[CH:15][C:16]=1[C:17](=[O:18])[NH:8]2. Reported procedure: The title compound was synthesized according to the procedure described for the preparation of Example 1 using 4-chloro-3-iodopyridin-2-amine and 2-(4,4,5,5-tetramethyl-[1,3,2]dioxaborolan-2-yl)-terephthalic acid dimethyl ester to provide 277. LC-MS (M+H=289, obsd.=289). Reactants: COC(C1=C(C=C(C=C1)COC=1C=NC=CC1)C1=C(C=CC=C1)C)=O (4-(3-pyridyloxymethyl)-2-(2-methylphenyl)benzoic acid methyl ester), Cl.COC([C@@H](N)CCSC)=O (methionine methyl ester hydrochloride). Product: COC([C@@H](NC(C1=C(C=C(C=C1)COC=1C=NC=CC1)C1=C(C=CC=C1)C)=O)CCSC)=O ([4-(3-Pyridyloxymethyl)-2-(2-methylphenyl)benzoyl]methionine Methyl Ester). As a reaction SMILES: C[O:2][C:3](=O)[C:4]1[CH:9]=[CH:8][C:7]([CH2:10][O:11][C:12]2[CH:13]=[N:14][CH:15]=[CH:16][CH:17]=2)=[CH:6][C:5]=1[C:18]1[CH:23]=[CH:22][CH:21]=[CH:20][C:19]=1[CH3:24].Cl.[CH3:27][O:28][C:29](=[O:36])[C@H:30]([CH2:32][CH2:33][S:34][CH3:35])[NH2:31]>>[CH3:27][O:28][C:29](=[O:36])[C@H:30]([CH2:32][CH2:33][S:34][CH3:35])[NH:31][C:3](=[O:2])[C:4]1[CH:9]=[CH:8][C:7]([CH2:10][O:11][C:12]2[CH:13]=[N:14][CH:15]=[CH:16][CH:17]=2)=[CH:6][C:5]=1[C:18]1[CH:23]=[CH:22][CH:21]=[CH:20][C:19]=1[CH3:24] |f:1.2|. Procedure: The desired compound was prepared by saponification of 4-(3-pyridyloxymethyl)-2-(2-methylphenyl)benzoic acid methyl ester, prepared as in Example 204D, followed by coupling with methionine methyl ester hydrochloride and saponification as described in Examples 304E-G. 1H NMR (300 MHz, CDCl3) δ 8.40 (bs, 1H), 8.25 (dd, J=4.1, 1.9 Hz, 1H), 7.99 (dd, J=22.8, 8.1 Hz, 1H), 7.53-7.50 (m, 1H), 7.36-7.21 (m, 7H), 5.91 (bd, J=7.7 Hz, 1H (NH)), 5.18 (s, 2H), 4.70-4.58 (m, 1H), 3.66 (s, 3H, OMe), 2.18-2.00 ...